This data is from the Open Reaction Database (ORD), a public repository of structured organic reaction records. The task is: describe an organic reaction: reactants, conditions, products, and yield The reactants are COC(=O)C=CCBr, CC(C)(C)OC(=O)NCCNCc1ccc(F)cc1, O=C([O-])[O-], CC(C)=O, [K+], [K+]. The product is COC(=O)C=CCN(CCNC(=O)OC(C)(C)C)Cc1ccc(F)cc1. RXN SMILES: [Br:26][CH2:27][CH:28]=[CH:29][C:30](=[O:31])[O:32][CH3:33].[C:1]([CH3:2])([CH3:3])([CH3:4])[O:5][C:6]([NH:7][CH2:8][CH2:9][NH:10][CH2:11][c:12]1[cH:13][cH:14][c:15]([F:18])[cH:16][cH:17]1)=[O:19].[C:20](=[O:21])([O-:22])[O-:23].[CH3:34][C:35](=[O:36])[CH3:37].[K+:24].[K+:25]>>[C:1]([CH3:2])([CH3:3])([CH3:4])[O:5][C:6]([NH:7][CH2:8][CH2:9][N:10]([CH2:11][c:12]1[cH:13][cH:14][c:15]([F:18])[cH:16][cH:17]1)[CH2:27][CH:28]=[CH:29][C:30](=[O:31])[O:32][CH3:33])=[O:19]. The reactants are CC(C)(C)OC(=O)OCC(NC(=O)OCC1c2ccccc2-c2ccccc21)C(=O)Nc1ccc(Oc2ccc3[nH]c(N)c(C#N)c3c2)cc1, C1CCNCC1, ClC(Cl)Cl. The product is CC(C)(C)OC(=O)OCC(N)C(=O)Nc1ccc(Oc2ccc3[nH]c(N)c(C#N)c3c2)cc1. RXN SMILES: [C:1]([O:2][CH2:3][CH:4]1[c:5]2[c:6]([cH:7][cH:8][cH:9][cH:10]2)-[c:11]2[c:12]1[cH:13][cH:14][cH:15][cH:16]2)(=[O:17])[NH:18][CH:19]([CH2:20][O:21][C:22](=[O:23])[O:24][C:25]([CH3:26])([CH3:27])[CH3:28])[C:29](=[O:30])[NH:31][c:32]1[cH:33][cH:34][c:35]([O:36][c:37]2[cH:38][c:39]3[c:40]([C:47]#[N:48])[c:41]([NH2:46])[nH:42][c:43]3[cH:44][cH:45]2)[cH:49][cH:50]1.[CH2:51]1[CH2:52][CH2:53][NH:54][CH2:55][CH2:56]1.[Cl:57][CH:58]([Cl:59])[Cl:60]>>[NH2:18][CH:19]([CH2:20][O:21][C:22](=[O:23])[O:24][C:25]([CH3:26])([CH3:27])[CH3:28])[C:29](=[O:30])[NH:31][c:32]1[cH:33][cH:34][c:35]([O:36][c:37]2[cH:38][c:39]3[c:40]([C:47]#[N:48])[c:41]([NH2:46])[nH:42][c:43]3[cH:44][cH:45]2)[cH:49][cH:50]1. Reactants: CCCCCCCN, CN(C)C=O, C(=NC1CCCCC1)=NC1CCCCC1, O, On1nnc2ccccc21, O=C(O)CCCCSc1nc(-c2ccccc2)c(-c2ccccc2)[nH]1. Product: CCCCCCCNC(=O)CCCCSc1nc(-c2ccccc2)c(-c2ccccc2)[nH]1. Reaction SMILES: [CH2:37]([CH2:38][CH2:39][CH2:40][CH2:41][CH2:42][CH3:43])[NH2:44].[CH3:60][N:61]([CH3:62])[CH:63]=[O:64].[CH:45]1([N:46]=[C:47]=[N:48][CH:49]2[CH2:50][CH2:51][CH2:52][CH2:53][CH2:54]2)[CH2:55][CH2:56][CH2:57][CH2:58][CH2:59]1.[OH2:26].[OH:27][n:28]1[c:29]2[cH:30][cH:31][cH:32][cH:33][c:34]2[n:35][n:36]1.[c:1]1(-[c:7]2[n:8][c:9]([S:18][CH2:19][CH2:20][CH2:21][CH2:22][C:23](=[O:24])[OH:25])[nH:10][c:11]2-[c:12]2[cH:13][cH:14][cH:15][cH:16][cH:17]2)[cH:2][cH:3][cH:4][cH:5][cH:6]1>>[c:1]1(-[c:7]2[n:8][c:9]([S:18][CH2:19][CH2:20][CH2:21][CH2:22][C:23](=[O:25])[NH:44][CH2:37][CH2:38][CH2:39][CH2:40][CH2:41][CH2:42][CH3:43])[nH:10][c:11]2-[c:12]2[cH:13][cH:14][cH:15][cH:16][cH:17]2)[cH:2][cH:3][cH:4][cH:5][cH:6]1. The reactants are CC(C)(C)c1ccc(S(=O)(=O)N2Cc3ccc(C(F)(F)F)nc3Nc3ccc(-c4n[nH]c(=O)o4)cc32)cc1, O=C([O-])[O-], [Cs+], [Cs+], CI, CN(C)C=O. Yields the product Cn1nc(-c2ccc3c(c2)N(S(=O)(=O)c2ccc(C(C)(C)C)cc2)Cc2ccc(C(F)(F)F)nc2N3)oc1=O. As a reaction SMILES: [C:1]([CH3:2])([CH3:3])([CH3:4])[c:5]1[cH:6][cH:7][c:8]([S:11](=[O:12])(=[O:13])[N:14]2[CH2:15][c:16]3[c:17]([n:31][c:32]([C:35]([F:36])([F:37])[F:38])[cH:33][cH:34]3)[NH:18][c:19]3[c:20]2[cH:21][c:22](-[c:25]2[n:26][nH:27][c:28](=[O:30])[o:29]2)[cH:23][cH:24]3)[cH:9][cH:10]1.[C:39](=[O:40])([O-:41])[O-:42].[Cs+:43].[Cs+:44].[I:45][CH3:46].[O:47]=[CH:48][N:49]([CH3:50])[CH3:51]>>[C:1]([CH3:2])([CH3:3])([CH3:4])[c:5]1[cH:6][cH:7][c:8]([S:11](=[O:12])(=[O:13])[N:14]2[CH2:15][c:16]3[c:17]([n:31][c:32]([C:35]([F:36])([F:37])[F:38])[cH:33][cH:34]3)[NH:18][c:19]3[c:20]2[cH:21][c:22](-[c:25]2[n:26][n:27]([CH3:39])[c:28](=[O:30])[o:29]2)[cH:23][cH:24]3)[cH:9][cH:10]1. Starting materials: COc1c(C)c(Cc2ccc(OCc3ccccc3)c(C(=O)N3CCCCC3)c2)c(OC)c(OC)c1OC, CCO, [H][H]. Product: COc1c(C)c(Cc2ccc(O)c(C(=O)N3CCCCC3)c2)c(OC)c(OC)c1OC. Reaction SMILES: [CH3:1][O:2][c:3]1[c:4]([CH3:38])[c:5]([CH2:6][c:7]2[cH:8][cH:9][c:10]([O:21][CH2:22][c:23]3[cH:24][cH:25][cH:26][cH:27][cH:28]3)[c:11]([C:12](=[O:13])[N:14]3[CH2:15][CH2:16][CH2:17][CH2:18][CH2:19]3)[cH:20]2)[c:29]([O:36][CH3:37])[c:30]([O:34][CH3:35])[c:31]1[O:32][CH3:33].[CH3:41][CH2:42][OH:43].[H:39][H:40]>>[CH3:1][O:2][c:3]1[c:4]([CH3:38])[c:5]([CH2:6][c:7]2[cH:8][cH:9][c:10]([OH:21])[c:11]([C:12](=[O:13])[N:14]3[CH2:15][CH2:16][CH2:17][CH2:18][CH2:19]3)[cH:20]2)[c:29]([O:36][CH3:37])[c:30]([O:34][CH3:35])[c:31]1[O:32][CH3:33]. Reactants: COc1ccc(P2(=S)SP(=S)(c3ccc(OC)cc3)S2)cc1, Cc1ccccc1, CN(C(=O)c1cc2c(s1)-c1ccccc1OCC2)c1ccccc1Cl. The product is CN(C(=S)c1cc2c(s1)-c1ccccc1OCC2)c1ccccc1Cl. RXN SMILES: [CH3:26][O:27][c:28]1[cH:29][cH:30][c:31]([P:32]2(=[S:35])[S:33][P:34]([c:36]3[cH:37][cH:38][c:39]([O:40][CH3:41])[cH:42][cH:43]3)(=[S:44])[S:45]2)[cH:46][cH:47]1.[CH3:48][c:49]1[cH:50][cH:51][cH:52][cH:53][cH:54]1.[Cl:1][c:2]1[c:3]([N:8]([C:9](=[O:10])[c:11]2[cH:12][c:13]3[c:14]([s:24]2)-[c:15]2[c:16]([cH:20][cH:21][cH:22][cH:23]2)[O:17][CH2:18][CH2:19]3)[CH3:25])[cH:4][cH:5][cH:6][cH:7]1>>[Cl:1][c:2]1[c:3]([N:8]([C:9]([c:11]2[cH:12][c:13]3[c:14]([s:24]2)-[c:15]2[c:16]([cH:20][cH:21][cH:22][cH:23]2)[O:17][CH2:18][CH2:19]3)=[S:35])[CH3:25])[cH:4][cH:5][cH:6][cH:7]1.